Dataset: the Open Reaction Database (ORD), a public repository of structured organic reaction records. Task: describe an organic reaction: reactants, conditions, products, and yield Reactants: P(=O)(Cl)(Cl)Cl (phosphorus oxychloride), NC1[C@@H]2N(C(=C(CS2)S\C=C/C=2C=NC=CC2)C(=O)OC(C2=CC=CC=C2)C2=CC=CC=C2)C1=O (benzhydryl 7-amino-3-[(Z)-2-(3-pyridyl)vinylthio]-3-cephem-4-carboxylate), C[Si](C)(C)NC(N[Si](C)(C)C)=O (bis(trimethylsilyl)urea), resultant solution, C(=O)NC=1SC=C(N1)C(C(=O)O)=NOC (2-(2-Formamidothiazol-4-yl) -2-methoxyiminoacetic acid), C[N+](=CCl)C.[Cl-] (Vilsmeier reagent). Solvent: C(C)(=O)OCC (ethyl acetate), CN(C=O)C (N,N-dimethylformamide), O1CCCC1 (tetrahydrofuran), C(C)(=O)OCC (ethyl acetate), O (Water). Run at time 30 minute. Yields the product C[N+](=CCl)C.[Cl-] (Vilsmeier reagent), C(=O)NC=1SC=C(N1)C(C(=O)NC1[C@@H]2N(C(=C(CS2)S\C=C/C=2C=NC=CC2)C(=O)OC(C2=CC=CC=C2)C2=CC=CC=C2)C1=O)=NOC (benzhydryl 7-[2-(2-formamidothiazol-4-yl)-2-methoxyiminoacetamido]-3-[(Z)-2-(3-pyridyl)vinylthio]-3-cephem-4-carboxylate). Reaction SMILES: P(Cl)(Cl)([Cl:3])=O.[CH:6]([NH:8][C:9]1[S:10][CH:11]=[C:12]([C:14](=[N:18][O:19][CH3:20])[C:15]([OH:17])=O)[N:13]=1)=[O:7].[CH3:21][N+:22]([CH3:25])=[CH:23][Cl:24].[Cl-].[NH2:27][CH:28]1[C:60](=[O:61])[N:30]2[C:31]([C:44]([O:46][CH:47]([C:54]3[CH:59]=[CH:58][CH:57]=[CH:56][CH:55]=3)[C:48]3[CH:53]=[CH:52][CH:51]=[CH:50][CH:49]=3)=[O:45])=[C:32]([S:35]/[CH:36]=[CH:37]\[C:38]3[CH:39]=[N:40][CH:41]=[CH:42][CH:43]=3)[CH2:33][S:34][C@H:29]12.C[Si](NC(=O)N[Si](C)(C)C)(C)C>C(OCC)(=O)C.O1CCCC1.O.CN(C)C=O>[CH3:21][N+:22]([CH3:25])=[CH:23][Cl:24].[Cl-:3].[CH:6]([NH:8][C:9]1[S:10][CH:11]=[C:12]([C:14](=[N:18][O:19][CH3:20])[C:15]([NH:27][CH:28]2[C:60](=[O:61])[N:30]3[C:31]([C:44]([O:46][CH:47]([C:54]4[CH:59]=[CH:58][CH:57]=[CH:56][CH:55]=4)[C:48]4[CH:53]=[CH:52][CH:51]=[CH:50][CH:49]=4)=[O:45])=[C:32]([S:35]/[CH:36]=[CH:37]\[C:38]4[CH:39]=[N:40][CH:41]=[CH:42][CH:43]=4)[CH2:33][S:34][C@H:29]23)=[O:17])[N:13]=1)=[O:7] |f:2.3,10.11|. Reported procedure: Vilsmeier reagent was prepared from N,N-dimethylformamide (1.26 g) and phosphorus oxychloride (2.64 g) in ethyl acetate (26.5 ml) in a usual manner. 2-(2-Formamidothiazol-4-yl) -2-methoxyiminoacetic acid (syn isomer) (3.29 g) was added to the stirred suspension of Vilsmeier reagent under ice-cooling and the mixture was stirred for 30 minutes at the same temperature to give an activated acid solution. To a solution of benzhydryl 7-amino-3-[(Z)-2-(3-pyridyl)vinylthio]-3-cephem-4-carboxylate (6 g) ... Reactants: [N+](=O)([O-])C=1C=C(C=O)C=CC1 (3-nitrobenzaldehyde), ClC=1C(=C(C=C2C(C(=CN(C12)C1CC1)C(=O)O)=O)F)N1C[C@H](CC1)N=CC1=CC(=CC=C1)[N+](=O)[O-] (8-chloro-1-cyclopropyl-6-fluoro-1,4-dihydro-7-[(S)-3-(3-nitrobenzylideneamino)-1-pyrrolidinyl]-4-oxo-3-quinolinecarboxylic acid), N[C@@H]1CNCC1 ((S)-3-aminopyrrolidine), ClC=1C(=C(C=C2C(C(=CN(C12)C1CC1)C(=O)O)=O)F)F (8-chloro-1-cyclopropyl-6,7-difluoro-1,4-dihydro-4-oxo-3-quinolinecarboxylic acid). The product is Cl.N[C@@H]1CN(CC1)C1=C(C=C2C(C(=CN(C2=C1Cl)C1CC1)C(=O)O)=O)F (7-[(S)-3-amino-1-pyrrolidinyl]-8-chloro-1-cyclopropyl-6-fluoro-1,4-dihydro-4-oxo-3-quinolinecarboxylic acid hydrochloride). RXN SMILES: [N+](C1C=C(C=CC=1)C=O)([O-])=O.N[C@H]1CCNC1.[Cl:18]C1C(F)=C(F)C=C2C=1N(C1CC1)C=C(C(O)=O)C2=O.[Cl:38][C:39]1[C:40]([N:57]2[CH2:61][CH2:60][C@H:59]([N:62]=CC3C=CC=C([N+]([O-])=O)C=3)[CH2:58]2)=[C:41]([F:56])[CH:42]=[C:43]2[C:48]=1[N:47]([CH:49]1[CH2:51][CH2:50]1)[CH:46]=[C:45]([C:52]([OH:54])=[O:53])[C:44]2=[O:55]>>[ClH:18].[NH2:62][C@H:59]1[CH2:60][CH2:61][N:57]([C:40]2[C:39]([Cl:38])=[C:48]3[C:43]([C:44](=[O:55])[C:45]([C:52]([OH:54])=[O:53])=[CH:46][N:47]3[CH:49]3[CH2:50][CH2:51]3)=[CH:42][C:41]=2[F:56])[CH2:58]1 |f:4.5|. Procedure: If, for example, the reaction mixture of 3-nitrobenzaldehyde and (S)-3-aminopyrrolidine is reacted with 8-chloro-1-cyclopropyl-6,7-difluoro-1,4-dihydro-4-oxo-3-quinolinecarboxylic acid in a one-pot reaction, the course of the reaction via the intermediately formed 8-chloro-1-cyclopropyl-6-fluoro-1,4-dihydro-7-[(S)-3-(3-nitrobenzylideneamino)-1-pyrrolidinyl]-4-oxo-3-quinolinecarboxylic acid to give 7-[(S)-3-amino-1-pyrrolidinyl]-8-chloro-1-cyclopropyl-6-fluoro-1,4-dihydro-4-oxo-3-quinolinecarboxy...